Dataset: the Open Reaction Database (ORD), a public repository of structured organic reaction records. Task: describe an organic reaction: reactants, conditions, products, and yield The reactants are C(=S)(Cl)Cl (Carbonothioic dichloride), S1C(=NC=C1)NS(=O)(=O)C=1C=NC(=CC1)N (6-Amino-pyridine-3-sulfonic acid thiazol-2-ylamide), C(C)(C)N(C(C)C)CC (N,N-Diisopropylethylamine), O1CCCC1 (Tetrahydrofuran), [OH-].[NH4+] (ammonium hydroxide). Reaction conditions: temperature 0 celsius, time 40 minute. Product: S1C(=NC=C1)NS(=O)(=O)C=1C=NC(=CC1)NC(=S)N (N-(THIAZOL-2-YL)-6-THIOUREIDOPYRIDINE-3-SULFONAMIDE). As a reaction SMILES: [C:1](Cl)(Cl)=[S:2].[S:5]1[CH:9]=[CH:8][N:7]=[C:6]1[NH:10][S:11]([C:14]1[CH:15]=[N:16][C:17]([NH2:20])=[CH:18][CH:19]=1)(=[O:13])=[O:12].C([N:24](CC)C(C)C)(C)C.O1CCCC1.[OH-].[NH4+]>>[S:5]1[CH:9]=[CH:8][N:7]=[C:6]1[NH:10][S:11]([C:14]1[CH:15]=[N:16][C:17]([NH:20][C:1]([NH2:24])=[S:2])=[CH:18][CH:19]=1)(=[O:12])=[O:13] |f:4.5|. Reported procedure: Carbonothioic dichloride (2.0E1 uL, 0.00026 mol) was added to a solution of the 6-Amino-pyridine-3-sulfonic acid thiazol-2-ylamide (45 mg, 0.00018 mol) and N,N-Diisopropylethylamine (0.092 mL, 0.00053 mol) in Tetrahydrofuran (1.2 mL, 0.014 mol) at 0° C. under an atmosphere of Argon and was stirred for 40 min at 0° C. Saturated ammonium hydroxide solution was added to the reaction mixture and stirred for a few min, then warmed to ambient temperature. The reaction mixture was concentrated and then... Starting materials: CS(C)=O, COc1cc2nccc(Cl)c2cc1C(N)=O, CC(C)(C)[O-], CC(C)=O, O=C(Nc1ccc(O)cc1Cl)NC1CC1, [K+], O, O. Product: COc1cc2nccc(Oc3ccc(NC(=O)NC4CC4)c(Cl)c3)c2cc1C(N)=O. Reaction SMILES: [CH3:17][S:18](=[O:19])[CH3:20].[CH3:1][O:2][c:3]1[c:4]([C:14](=[O:15])[NH2:16])[cH:5][c:6]2[c:7]([Cl:13])[cH:8][cH:9][n:10][c:11]2[cH:12]1.[CH3:36][C:37]([CH3:38])([O-:39])[CH3:40].[CH3:44][C:45]([CH3:46])=[O:47].[Cl:21][c:22]1[c:23]([NH:29][C:30](=[O:31])[NH:32][CH:33]2[CH2:34][CH2:35]2)[cH:24][cH:25][c:26]([OH:28])[cH:27]1.[K+:41].[OH2:42].[OH2:43]>>[CH3:1][O:2][c:3]1[c:4]([C:14](=[O:15])[NH2:16])[cH:5][c:6]2[c:7]([O:28][c:26]3[cH:25][cH:24][c:23]([NH:29][C:30](=[O:31])[NH:32][CH:33]4[CH2:34][CH2:35]4)[c:22]([Cl:21])[cH:27]3)[cH:8][cH:9][n:10][c:11]2[cH:12]1. Starting materials: C(C)C(C1=CC=CC=C1)(C)SCCl (chloromethyl α-ethyl-α-methylbenzyl sulfide), P([O-])([O-])(=S)[S-] (phosphorodithioate), P(=S)(OCC)(OCC)S ((C2H5O)2PSSH), CCOCC (ether). The solvent is C(C)N(CC)CC (triethylamine). Run at temperature 25 celsius. Product: P(OCC)(OCC)(=S)SCSC(C1=CC=CC=C1)(C)CC (S-(α-Ethyl-α-methylbenzylthio)methyl O,O-Diethyl Phosphorodithioate). Reaction SMILES: [CH2:1]([C:3]([S:11][CH2:12]Cl)([CH3:10])[C:4]1[CH:9]=[CH:8][CH:7]=[CH:6][CH:5]=1)[CH3:2].P([S-])(=S)([O-])[O-].[P:19]([SH:27])([O:24][CH2:25][CH3:26])([O:21][CH2:22][CH3:23])=[S:20].CCOCC>C(N(CC)CC)C>[P:19]([S:27][CH2:12][S:11][C:3]([CH2:1][CH3:2])([CH3:10])[C:4]1[CH:9]=[CH:8][CH:7]=[CH:6][CH:5]=1)(=[S:20])([O:24][CH2:25][CH3:26])[O:21][CH2:22][CH3:23]. Reported procedure: To 0.091 mole of chloromethyl α-ethyl-α-methylbenzyl sulfide and 16.9 grams (0.091 mole) of the phosphorodithioate of the formula (C2H5O)2PSSH in 100 ml. of ether is added 9.2 grams of triethylamine, dropwise, maintaining the temperature at 25° C. The mixture is stirred for several hours and then washed with water and 5% sodium hydroxide solution. Evaporation of the solvent from the dried (magnesium sulfate) solution gives 31.3 grams (95%) of a colorless liqiuid. This material is chromatographic... The reactants are Cc1ccc(NC(C(=O)O)C(C)C)cc1, CC(C)C(Nc1ccc(Cl)cc1)C(=O)O. Yields the product CC(C)C(C(=O)O)N(C)c1ccc(Cl)cc1. RXN SMILES: [CH3:16][c:17]1[cH:18][cH:19][c:20]([NH:21][CH:22]([C:23]([OH:24])=[O:25])[CH:26]([CH3:27])[CH3:28])[cH:29][cH:30]1.[Cl:1][c:2]1[cH:3][cH:4][c:5]([NH:8][CH:9]([CH:10]([CH3:11])[CH3:12])[C:13](=[O:14])[OH:15])[cH:6][cH:7]1>>[Cl:1][c:2]1[cH:3][cH:4][c:5]([N:8]([CH:9]([CH:10]([CH3:11])[CH3:12])[C:13](=[O:14])[OH:15])[CH3:16])[cH:6][cH:7]1. Starting materials: COC1=C(C=C(C(=O)O)C=C1)[N+](=O)[O-] (4Methoxy-3-nitrobenzoic acid), C([O-])([O-])=O.[K+].[K+] (potassium carbonate), C(CCCC)Br (pentyl bromide). Solvent: CN(C)C=O (DMF). Conditions: temperature 100 celsius, time 1.5 hour. Yields the product NC=1C=C(C(=O)O)C=CC1OC (3-amino -4-methoxybenzoic acid). The yield is 140.8%. Reaction SMILES: [CH3:1][O:2][C:3]1[CH:11]=[CH:10][C:6]([C:7]([OH:9])=[O:8])=[CH:5][C:4]=1[N+:12]([O-])=O.C(=O)([O-])[O-].[K+].[K+].C(Br)CCCC>CN(C=O)C>[NH2:12][C:4]1[CH:5]=[C:6]([CH:10]=[CH:11][C:3]=1[O:2][CH3:1])[C:7]([OH:9])=[O:8] |f:1.2.3|. Procedure details: 4Methoxy-3-nitrobenzoic acid (5 g, 25.4 mmol), DMF (30 ml), potassium carbonate (5.53 g, 40 mmol) and pentyl bromide (4 ml, 32.3 mmol) were mixed, and this solution was stirred at 100° C. for 1.5 hours. The reaction mixture was filtered to remove the inorganic salt, and DMF was evaporated under reduced pressure. Ethyl acetate (100 ml) was added to the obtained residue. The mixture was washed 3 times with saturated brine (30 ml) and dried over anhydrous magnesium sulfate. The drying agent was fil... Starting materials: CC1(CC1)C=1NC=CC(C1)=O (2-(1-methyl-cyclopropyl)-1H-pyridin-4-one), P(=O)(Br)(Br)Br (POBr3), C(=O)(O)[O-].[Na+] (NaHCO3). Run at temperature 85 celsius, time 15 minute. Product: BrC1=CC(=NC=C1)C1(CC1)C (4-Bromo-2-(1-methyl-cyclopropyl)-pyridine). As a reaction SMILES: [CH3:1][C:2]1([C:5]2[NH:6][CH:7]=[CH:8][C:9](=O)[CH:10]=2)[CH2:4][CH2:3]1.P(Br)(Br)([Br:14])=O.C([O-])(O)=O.[Na+]>>[Br:14][C:9]1[CH:8]=[CH:7][N:6]=[C:5]([C:2]2([CH3:1])[CH2:4][CH2:3]2)[CH:10]=1 |f:2.3|. Procedure details: A mixture of 2-(1-methyl-cyclopropyl)-1H-pyridin-4-one (Step 1.5) (13.4 mmol) and POBr3 (14.74 mmol) was stirred for 15 min at 85° C. and then 15 min at 120° C. After cooling slightly, the reaction mixture was poured into a saturated solution of NaHCO3 and extracted with CH2Cl2 (2×). The combined organic phases were washed with a saturated solution of NaHCO3, dried (Na2SO4), filtered and concentrated. The residue was purified by silica gel column chromatography to afford the title compound as a ... The product is ClC(=CC1C(C1C(OCC1=CC(=CC=C1)OC1=CC=CC=C1)=N)(C)C)Cl (3-phenoxybenzyl 3-(2,2-dichloroethenyl)-2,2-dimethylcyclopropanimidate). The reactants are ClC(=CC1C(C1C(=O)N)(C)C)Cl (3-(2,2-dichloroethenyl)-2,2-dimethylcyclopropaneamide), ClC(=CC1C(C1C(=O)O)(C)C)Cl (3-(2,2-dichloroethenyl)-2,2-dimethylcyclopropanecarboxylic acid), C(C(=O)Cl)(=O)Cl (oxalyl chloride), N (ammonia), O(C1=CC=CC=C1)C=1C=C(CBr)C=CC1 (3-phenoxybenzyl bromide). Procedure details: Following the method of Example 1, 3-(2,2-dichloroethenyl)-2,2-dimethylcyclopropaneamide, from 3-(2,2-dichloroethenyl)-2,2-dimethylcyclopropanecarboxylic acid, oxalyl chloride and ammonia, is reacted with 3-phenoxybenzyl bromide to give 3-phenoxybenzyl 3-(2,2-dichloroethenyl)-2,2-dimethylcyclopropanimidate. As a reaction SMILES: [Cl:1][C:2]([Cl:12])=[CH:3][CH:4]1[CH:6]([C:7]([NH2:9])=[O:8])[C:5]1([CH3:11])[CH3:10].ClC(Cl)=CC1C(C(O)=O)C1(C)C.C(Cl)(=O)C(Cl)=O.N.[O:32]([C:39]1[CH:40]=[C:41]([CH:44]=[CH:45][CH:46]=1)[CH2:42]Br)[C:33]1[CH:38]=[CH:37][CH:36]=[CH:35][CH:34]=1>>[Cl:1][C:2]([Cl:12])=[CH:3][CH:4]1[CH:6]([C:7](=[NH:9])[O:8][CH2:42][C:41]2[CH:44]=[CH:45][CH:46]=[C:39]([O:32][C:33]3[CH:38]=[CH:37][CH:36]=[CH:35][CH:34]=3)[CH:40]=2)[C:5]1([CH3:10])[CH3:11].